describe an organic reaction: reactants, conditions, products, and yield From a dataset of the Open Reaction Database (ORD), a public repository of structured organic reaction records. The reactants are CCOCC (Ether), ClC1=C(C=CC(=O)Cl)C=CC=C1 (2-chlorocinnamoyl chloride), NC=1C=C2C(=CC(=NC2=CC1)C)OC (6-amino-4-methoxy-2-methyl-quinoline). The solvent is C(C)(=O)O (acetic acid), C(C)(=O)O (acetic acid). Run at time 1 hour. The product is ClC1=C(C=CC(=O)NC=2C=C3C(=CC(=NC3=CC2)C)OC)C=CC=C1 (6-(2'-Chlorocinnamoyl)amino-4-methoxy-2-methyl-quinoline). RXN SMILES: [Cl:1][C:2]1[CH:12]=[CH:11][CH:10]=[CH:9][C:3]=1[CH:4]=[CH:5][C:6](Cl)=[O:7].[NH2:13][C:14]1[CH:15]=[C:16]2[C:21](=[CH:22][CH:23]=1)[N:20]=[C:19]([CH3:24])[CH:18]=[C:17]2[O:25][CH3:26].CCOCC>C(O)(=O)C>[Cl:1][C:2]1[CH:12]=[CH:11][CH:10]=[CH:9][C:3]=1[CH:4]=[CH:5][C:6]([NH:13][C:14]1[CH:15]=[C:16]2[C:21](=[CH:22][CH:23]=1)[N:20]=[C:19]([CH3:24])[CH:18]=[C:17]2[O:25][CH3:26])=[O:7]. Procedure details: A solution of 2-chlorocinnamoyl chloride (prepared by treatment of 2-chlorocinnamic acid with oxalyl cloride and catalytic DMF in dichloromethane) (0.27 gm) in 1 mL acetic acid was added to a solution of 6-amino-4-methoxy-2-methyl-quinoline (0.25 g, 1.33 mmol) in glacial acetic acid (3 mL). A heavy precipitate formed, and the mixture was stirred for 1 h at room temperature. Ether (25 mL) was added and the solid was filtered, washed with ether, and dried by suction. The hydrochloride salt was sus... Reactants: BrC=1C=C2C=CC(=CC2=CC1)OC (6-bromo-2-methoxynaphthalene), [Mg] (magnesium), C(CC)C1CC=CCC1 (4-propylcyclohexanene), [H-].[Na+] (sodium hydride), Grignard reagent, FC1=C(C=CC2=CC(=CC=C12)[C@@H]1CC[C@H](CC1)CCC)O (1-fluoro-6-(trans-4-propylcyclohexyl)naphthalene-2-ol). The solvent is O1CCCC1 (tetrahydrofuran), O1CCCC1 (THF). Product: C1(=CC=CC2=CC=CC=C12)C1=CCCCC1 (naphthylcyclohexene). Reaction SMILES: [H-].[Na+].F[C:4]1[C:13]2[C:8](=[CH:9][C:10]([C@H]3CC[C@H](CCC)CC3)=[CH:11][CH:12]=2)[CH:7]=[CH:6][C:5]=1O.Br[C:25]1[CH:26]=[C:27]2[C:32](=[CH:33][CH:34]=1)C=C(OC)C=C2.[Mg].C(C1CCC=CC1)CC>O1CCCC1>[C:4]1([C:25]2[CH2:26][CH2:27][CH2:32][CH2:33][CH:34]=2)[C:13]2[C:8](=[CH:9][CH:10]=[CH:11][CH:12]=2)[CH:7]=[CH:6][CH:5]=1 |f:0.1|. Reported procedure: 1.5 g of sodium hydride was suspended in 5 ml of tetrahydrofuran (THF) under cooling by an ice-water bath. To the suspension was then added dropwise 40 ml THF solution of 10.0 g of 1-fluoro-6-(trans-4-propylcyclohexyl)naphthalene-2-ol (obtained by reacting a Grignard reagent prepared from 6-bromo-2-methoxynaphthalene and magnesium with 4-propylcyclohexanene, subjecting the product to dehydration in the presence of an acid to obtain a naphthylcyclohexene derivative, subjecting the naphthylcyclohe... Reactants: BrC1=CC=C(C=N1)C=O (6-bromopyridine-3-carboxaldehyde), C12(CC3CC(CC(C1)C3)C2)C=2C=C(C=CC2O[Si](C)(C)C(C)(C)C)B(O)O (3-adamantan-1-yl-4-t-butyldimethylsilanyloxyphenyl boronic acid), C([O-])([O-])=O.[Na+].[Na+] (sodium carbonate), Tetrakis(triphenyl-phosphine)palladium(0). The solvent is C1(=CC=CC=C1)C.CCO (toluene EtOH), O (water), C(C)(=O)OCC (ethyl acetate). Product: C12(CC3CC(CC(C1)C3)C2)C=2C=C(C=CC2O[Si](C)(C)C(C)(C)C)C2=CC=C(C=N2)C=O (6-[3-(1-adamantyl)-4-t-butyldimethylsilanyloxyphenyl]-pyridin-3-carboxaldehyde). Isolated yield 56989.0%. As a reaction SMILES: Br[C:2]1[N:7]=[CH:6][C:5]([CH:8]=[O:9])=[CH:4][CH:3]=1.[C:10]12([C:20]3[CH:21]=[C:22](B(O)O)[CH:23]=[CH:24][C:25]=3[O:26][Si:27]([C:30]([CH3:33])([CH3:32])[CH3:31])([CH3:29])[CH3:28])[CH2:19][CH:14]3[CH2:15][CH:16]([CH2:18][CH:12]([CH2:13]3)[CH2:11]1)[CH2:17]2.C(=O)([O-])[O-].[Na+].[Na+]>C1(C)C=CC=CC=1.CCO.O.C(OCC)(=O)C>[C:10]12([C:20]3[CH:21]=[C:22]([C:2]4[N:7]=[CH:6][C:5]([CH:8]=[O:9])=[CH:4][CH:3]=4)[CH:23]=[CH:24][C:25]=3[O:26][Si:27]([C:30]([CH3:33])([CH3:32])[CH3:31])([CH3:28])[CH3:29])[CH2:11][CH:12]3[CH2:18][CH:16]([CH2:15][CH:14]([CH2:13]3)[CH2:19]1)[CH2:17]2 |f:2.3.4,5.6|. Procedure: A mixture of 6-bromopyridine-3-carboxaldehyde (15.00 g, 0.0806 mol), 3-adamantan-1-yl-4-t-butyldimethylsilanyloxyphenyl boronic acid (37.39 g, 0.09677 mmol) and sodium carbonate (1.719 g, 12.44 mmol) in 750 mL of toluene:EtOH (4:1) and 75 mL of water was degassed with argon for 30 minutes. Tetrakis(triphenyl-phosphine)palladium(0) (2.335 g, 0.00202 mmol, 0.025 eq) was added and the mixture heated at reflux under argon overnight. The solution was cooled to room temperature, diluted with ethyl ace... Reactants: N1=CN=C2N=CNC2=C1 (purine), BrCC1=CC=C(C(=O)N(C2CCCCC2)C)C=C1 (4-bromomethyl-N-methyl-N-cyclohexyl benzamide). The solvent is CN(C(C)=O)C (N,N-dimethylacetamide). Run at temperature 80 celsius, time 7 hour. Product: C1(CCCCC1)N(C(C1=CC=C(C=C1)CN1C=NC2=NC=NC2=C1)=O)C (N-cyclohexyl-N-methyl-4-(1H-purin-1-ylmethyl) benzamide). Yield: 35.5%. RXN SMILES: [N:1]1[CH:9]=[C:8]2[C:4]([N:5]=[CH:6][NH:7]2)=[N:3][CH:2]=1.Br[CH2:11][C:12]1[CH:27]=[CH:26][C:15]([C:16]([N:18]([CH3:25])[CH:19]2[CH2:24][CH2:23][CH2:22][CH2:21][CH2:20]2)=[O:17])=[CH:14][CH:13]=1>CN(C)C(=O)C>[CH:19]1([N:18]([CH3:25])[C:16](=[O:17])[C:15]2[CH:26]=[CH:27][C:12]([CH2:11][N:1]3[CH:9]=[C:8]4[C:4](=[N:5][CH:6]=[N:7]4)[N:3]=[CH:2]3)=[CH:13][CH:14]=2)[CH2:24][CH2:23][CH2:22][CH2:21][CH2:20]1. Procedure: To a stirred solution of purine (300 mg, 2.5 mmol) in N,N-dimethylacetamide (30 mL) was added 4-bromomethyl-N-methyl-N-cyclohexyl benzamide (852 mg, 2.75 mmol). After stirring at 80° C. for 7 hr, the reaction was stirred at room temperature for 16 hr. The solvent was removed under reduced pressure and the residue (510 mg) chromatographed (silica gel, CH2Cl2 /MeOH/90/10) to give 9 (310 mg, 35%); m.p. 229°-30° C. Anal calcd. for C20H23N5O: C, 68.71; H, 6.61; N, 20.05. Found: C, 68.24; H, 6.79; N, ... Reactants: N=1N(C=C2C1CCNCC2)C2=CC=C(C=C2)N2C(CCC2)=O (1-[4-(5,6,7,8-tetrahydropyrazolo[3,4-d]azepin-2(4H)-yl)phenyl]-2-pyrrolidinone), C1(CCCC1)=O (cyclopentanone), crude mixture, C(C)(=O)O[BH-](OC(C)=O)OC(C)=O.[Na+] (Sodium triacetoxyborohydride). Reaction SMILES: [N:1]1[N:2]([C:11]2[CH:16]=[CH:15][C:14]([N:17]3[CH2:21][CH2:20][CH2:19][C:18]3=[O:22])=[CH:13][CH:12]=2)[CH:3]=[C:4]2[CH2:10][CH2:9][NH:8][CH2:7][CH2:6][C:5]=12.[C:23]1(=O)[CH2:27][CH2:26][CH2:25][CH2:24]1.C(O[BH-](OC(=O)C)OC(=O)C)(=O)C.[Na+]>ClCCl.C(O)(=O)C.CO>[CH:23]1([N:8]2[CH2:9][CH2:10][C:4]3=[CH:3][N:2]([C:11]4[CH:12]=[CH:13][C:14]([N:17]5[CH2:21][CH2:20][CH2:19][C:18]5=[O:22])=[CH:15][CH:16]=4)[N:1]=[C:5]3[CH2:6][CH2:7]2)[CH2:27][CH2:26][CH2:25][CH2:24]1 |f:2.3|. Run at time 20 minute. Reagents/catalysts: C(C)(=O)O (acetic acid). Procedure details: To a solution of 1-[4-(5,6,7,8-tetrahydropyrazolo[3,4-d]azepin-2(4H)-yl)phenyl]-2-pyrrolidinone (may be prepared as described in Description 22) (45 mg, 0.15 mmol) in dichloromethane (3 ml) was added cyclopentanone (26 mg, 0.30 mmol) and acetic acid (2 drops). The resulting mixture was stirred at room temperature, under argon, for 20 minutes. Sodium triacetoxyborohydride (64 mg, 0.30 mmol) was added and stirring continued for 1.5 hours. The resulting crude mixture was diluted with methanol and t... Solvent: ClCCl (dichloromethane), CO (methanol). Product: C1(CCCC1)N1CCC=2C(CC1)=CN(N2)C2=CC=C(C=C2)N2C(CCC2)=O (1-[4-(6-Cyclopentyl-5,6,7,8-tetrahydropyrazolo[3,4-d]azepin-2(4H)-yl)phenyl]-2-pyrrolidinone). Reactants: compound, FC(C(=O)OC(C(F)(F)F)=O)(F)F (trifluoroacetic acid anhydride). Solvent: ClCCl (dichloromethane), ClCCl (dichloromethane). The product is FC(C(=O)OC(C(F)(F)F)=O)(F)F (trifluoroacetic acidanhydride), FC(C(=O)O)(F)F (trifluoroacetic acid). As a reaction SMILES: [F:1][C:2]([F:13])([F:12])[C:3]([O:5][C:6](=[O:11])[C:7]([F:10])([F:9])[F:8])=[O:4]>ClCCl>[F:1][C:2]([F:12])([F:13])[C:3]([O:5][C:6](=[O:11])[C:7]([F:9])([F:8])[F:10])=[O:4].[F:1][C:2]([F:13])([F:12])[C:3]([OH:5])=[O:4]. Procedure details: To 20 g of the compound of Example 20B suspended in 60 ml dichloromethane was added at -20° C. a solution of 100 ml trifluoroacetic acid anhydride in 40 ml dichloromethane. While stirring, an orange colored solution was obtained after 30 minutes. The solution was then stirred at 0° C. for one hour. The color turned to a dark green. The solvent, excess trifluoroacetic acidanhydride and formed trifluoroacetic acid was then distilled of in vacuo at room temperature. After evaporation with an oil-va... Starting materials: Cl.CC=1C=CC(=C(C(=O)O)C1)C1=CC=NC=C1 (5-methyl-2-(pyridin-4-yl)benzoic acid hydrochloride), Cl.N1CCC(CC1)=O (piperidin-4-one hydrochloride), C[N+]1(CCOCC1)C2=NC(=NC(=N2)OC)OC.[Cl-] (DMTMM), CN1CCOCC1 (N-methylmorpholine). The solvent is CN(C)C=O (DMF), O (water). Run at time 5 hour. The product is CC=1C=CC(=C(C(=O)N2CCC(CC2)=O)C1)C1=CC=NC=C1 (1-(5-methyl-2-(pyridin-4-yl)benzoyl)piperidin-4-one). Yield: 31.0%. RXN SMILES: Cl.[CH3:2][C:3]1[CH:4]=[CH:5][C:6]([C:12]2[CH:17]=[CH:16][N:15]=[CH:14][CH:13]=2)=[C:7]([CH:11]=1)[C:8]([OH:10])=O.Cl.[NH:19]1[CH2:24][CH2:23][C:22](=[O:25])[CH2:21][CH2:20]1.C[N+]1(C2N=C(OC)N=C(OC)N=2)CCOCC1.[Cl-].CN1CCOCC1>CN(C=O)C.O>[CH3:2][C:3]1[CH:4]=[CH:5][C:6]([C:12]2[CH:17]=[CH:16][N:15]=[CH:14][CH:13]=2)=[C:7]([CH:11]=1)[C:8]([N:19]1[CH2:24][CH2:23][C:22](=[O:25])[CH2:21][CH2:20]1)=[O:10] |f:0.1,2.3,4.5|. Reported procedure: A suspension of 5-methyl-2-(pyridin-4-yl)benzoic acid hydrochloride (2.0 g), piperidin-4-one hydrochloride (1.2 g), DMTMM (3.3 g) and N-methylmorpholine (2.6 mL) in DMF (30 mL) was stirred at room temperature for 5 hr, and then overnight at 100° C. The reaction mixture was diluted with water, and the mixture was extracted with ethyl acetate. The extract was washed with saturated brine, and dried over anhydrous sodium sulfate. The solvent was evaporated under reduced pressure. The residue was pur... Starting materials: [BH3-]C#N, CC(=O)[O-], CO, [Cl-], [Cl-], [Cl-], [NH4+], [NH4+], [Na+], [OH-], CCCC(=O)N(Cc1ccc(-c2ccccc2-c2nnnn2C(c2ccccc2)(c2ccccc2)c2ccccc2)cc1)C(C)C=NO, [Ti+3]. Yields the product CCCC(=O)N(Cc1ccc(-c2ccccc2-c2nnnn2C(c2ccccc2)(c2ccccc2)c2ccccc2)cc1)C(C)CN. RXN SMILES: [C:49]([BH3-:50])#[N:51].[CH3:54][C:55](=[O:56])[O-:57].[CH3:64][OH:65].[Cl-:60].[Cl-:62].[Cl-:63].[NH4+:53].[NH4+:58].[Na+:52].[OH-:59].[OH:1][N:2]=[CH:3][CH:4]([CH3:5])[N:6]([C:7]([CH2:8][CH2:9][CH3:10])=[O:11])[CH2:12][c:13]1[cH:14][cH:15][c:16](-[c:19]2[c:20](-[c:25]3[n:26][n:27][n:28][n:29]3[C:30]([c:31]3[cH:32][cH:33][cH:34][cH:35][cH:36]3)([c:37]3[cH:38][cH:39][cH:40][cH:41][cH:42]3)[c:43]3[cH:44][cH:45][cH:46][cH:47][cH:48]3)[cH:21][cH:22][cH:23][cH:24]2)[cH:17][cH:18]1.[Ti+3:61]>>[NH2:2][CH2:3][CH:4]([CH3:5])[N:6]([C:7]([CH2:8][CH2:9][CH3:10])=[O:11])[CH2:12][c:13]1[cH:14][cH:15][c:16](-[c:19]2[c:20](-[c:25]3[n:26][n:27][n:28][n:29]3[C:30]([c:31]3[cH:32][cH:33][cH:34][cH:35][cH:36]3)([c:37]3[cH:38][cH:39][cH:40][cH:41][cH:42]3)[c:43]3[cH:44][cH:45][cH:46][cH:47][cH:48]3)[cH:21][cH:22][cH:23][cH:24]2)[cH:17][cH:18]1. The reactants are [Al+3], O=C(Br)CBr, [Cl-], [Cl-], [Cl-], ClCCCl, O=C1CCc2c(F)cccc2N1. The product is O=C1CCc2c(ccc(C(=O)CBr)c2F)N1. As a reaction SMILES: [Al+3:2].[Br:5][CH2:6][C:7](=[O:8])[Br:9].[Cl-:1].[Cl-:3].[Cl-:4].[Cl:22][CH2:23][CH2:24][Cl:25].[F:10][c:11]1[c:12]2[c:17]([cH:18][cH:19][cH:20]1)[NH:16][C:15](=[O:21])[CH2:14][CH2:13]2>>[Br:5][CH2:6][C:7](=[O:8])[c:20]1[c:11]([F:10])[c:12]2[c:17]([cH:18][cH:19]1)[NH:16][C:15](=[O:21])[CH2:14][CH2:13]2.